From a dataset of the Open Reaction Database (ORD), a public repository of structured organic reaction records. describe an organic reaction: reactants, conditions, products, and yield Starting materials: C(CC(C)C)ON=O (isopentylnitrite), [Na+].[Cl-] (NaCl), CC(C)(C)[O-].[K+] (Potassium tert-butylate), COC1=CC=C(CN2C3=C(C4=C(CC2=O)C=CC=C4)C=CC=C3)C=C1 (5-(4-methoxy-benzyl)-5H,7H-dibenzo[b,d]azepin-6-one). The solvent is C1CCOC1 (THF), ClCCl (dichloromethane). Run at temperature 0 celsius, time 10 minute. The product is COC1=CC=C(CN2C3=C(C4=C(C(C2=O)=NO)C=CC=C4)C=CC=C3)C=C1 (5-(4-methoxy-benzyl)-5H-dibenzo[b,d]azepine-6,7-dione 7-oxime). Isolated yield 115.8%. RXN SMILES: CC([O-])(C)C.[K+].[CH3:7][O:8][C:9]1[CH:31]=[CH:30][C:12]([CH2:13][N:14]2[C:20](=[O:21])[CH2:19][C:18]3[CH:22]=[CH:23][CH:24]=[CH:25][C:17]=3[C:16]3[CH:26]=[CH:27][CH:28]=[CH:29][C:15]2=3)=[CH:11][CH:10]=1.C([O:37][N:38]=O)CC(C)C.[Na+].[Cl-]>C1COCC1.ClCCl>[CH3:7][O:8][C:9]1[CH:10]=[CH:11][C:12]([CH2:13][N:14]2[C:20](=[O:21])[C:19](=[N:38][OH:37])[C:18]3[CH:22]=[CH:23][CH:24]=[CH:25][C:17]=3[C:16]3[CH:26]=[CH:27][CH:28]=[CH:29][C:15]2=3)=[CH:30][CH:31]=1 |f:0.1,4.5|. Procedure details: Potassium tert-butylate (7.6 g) was added slowly to a solution of 5-(4-methoxy-benzyl)-5H,7H-dibenzo[b,d]azepin-6-one (14.6 g) in THF (146 mL) cooled to 0° C. After 10 minutes of stirring at 0° C., isopentylnitrite (10.6 g) was slowly added and the reaction mixture was further stirred for 105 minutes at 0° C. The reaction mixture was poured onto half-saturated aqueous NaCl (1200 mL), cooled to 0° C. and dichloromethane (500 mL) was added. The phases were separated, the organic phase was washed w... Reactants: C(C)(=O)O (acetic acid), C(C)(C)N1CCNCC1 (1-Isopropylpiperazine), CN(C=CC=O)C (3-(dimethylamino)acrolein), C=O (formaldehyde). Solvent: C(C)O (ethanol). Run at temperature 50 celsius, time 3.5 hour. Product: CN(/C=C(/C=O)\CN1CCN(CC1)C(C)C)C ((2E)-3-(Dimethylamino)-2-[(4-isopropylpiperazin-1-yl)methyl]acrylaldehyde). Yield: 90.0%. RXN SMILES: [CH:1]([N:4]1[CH2:9][CH2:8][NH:7][CH2:6][CH2:5]1)([CH3:3])[CH3:2].[CH3:10][N:11]([CH3:16])[CH:12]=[CH:13][CH:14]=[O:15].C=O.[C:19](O)(=O)C>C(O)C>[CH3:10][N:11]([CH3:16])/[CH:12]=[C:13](\[CH2:19][N:7]1[CH2:8][CH2:9][N:4]([CH:1]([CH3:3])[CH3:2])[CH2:5][CH2:6]1)/[CH:14]=[O:15]. Procedure details: 1-Isopropylpiperazine (4.4 ml, 30.6 mmol) was added to a solution of 3-(dimethylamino)acrolein (2.82 g, 25.5 mmol) in ethanol (100 ml), followed by formaldehyde (37% solution in water, 2.3 ml, 30.6 mmol) and acetic acid (100 μl). The mixture was stirred at 50° C. for 3.5 hours, then room temperature for 15 hours. The solution was concentrated in vacuo, re-dissolved in ethanol (25 ml) and then formaldehyde (2.3 ml) and acetic acid (100 μl) were added. The mixture was stirred at 60° C. for 4 hours... Reactants: ClC1=CC=C(C=C1)CC(CC1=CC(=CC=C1)C(F)(F)F)=O (1-(4-chlorophenyl)-3-(3-trifluoromethylphenyl)-2-propanone), C(=O)OCC (ethyl formate), Cl.CN (methylamine hydrochloride), compound, ClC1=CC=C(C=C1)C1=CN(C=C(C1=O)C1=CC(=CC=C1)C(F)(F)F)C (3-(4-chlorophenyl)-1-methyl-5-(3-trifluoromethylphenyl)-4(1H)-pyridinone), compound, N1C(C=CC=C1)=O (pyridinone), compound, [H-].[Al+3].[Li+].[H-].[H-].[H-] (lithium aluminum hydride). Yields the product ClC1=CC=C(C=C1)C1CN(CC(C1=O)C1=CC(=CC=C1)C(F)(F)F)C (3-(4-chlorophenyl)-1-methyl-5-(3-trifluoromethylphenyl)-4-piperidinone). RXN SMILES: ClC1C=CC(CC(=O)CC2C=CC=C(C(F)(F)F)C=2)=CC=1.C(OCC)=O.Cl.CN.[Cl:30][C:31]1[CH:36]=[CH:35][C:34]([C:37]2[C:42](=[O:43])[C:41]([C:44]3[CH:49]=[CH:48][CH:47]=[C:46]([C:50]([F:53])([F:52])[F:51])[CH:45]=3)=[CH:40][N:39]([CH3:54])[CH:38]=2)=[CH:33][CH:32]=1.N1C=CC=CC1=O.[H-].[Al+3].[Li+].[H-].[H-].[H-]>>[Cl:30][C:31]1[CH:32]=[CH:33][C:34]([CH:37]2[C:42](=[O:43])[CH:41]([C:44]3[CH:49]=[CH:48][CH:47]=[C:46]([C:50]([F:53])([F:51])[F:52])[CH:45]=3)[CH2:40][N:39]([CH3:54])[CH2:38]2)=[CH:35][CH:36]=1 |f:2.3,6.7.8.9.10.11|. Reported procedure: A 15 g. portion of 1-(4-chlorophenyl)-3-(3-trifluoromethylphenyl)-2-propanone was reacted with ethyl formate and methylamine hydrochloride to prepare 10 g. of 3-(4-chlorophenyl)-1-methyl-5-(3-trifluoromethylphenyl)-4(1H)-pyridinone. The intermediate pyridinone was reduced with lithium aluminum hydride. Column chromatographic separation of the reaction mixture on a silica gel column as described in the examples above produced about 0.5 g. of the compound of Example 18, m.p. 122.5°, about 1.1 g. o... Reactants: N1(C=NC=C1)C1=CC=C(OCCN(CC(=O)C2=C(C=CC=C2)OC)CC2=CC=CC=C2)C=C1 (2-[[2-[4-(1H-imidazol-1-yl)phenoxy]ethyl](phenylmethyl)amino]-1-(2-methoxyphenyl)ethanone). Solvent: Cl (HCl), CO (methanol). Product: N1(C=NC=C1)C1=CC=C(OCCNCC(O)C2=C(C=CC=C2)OC)C=C1 (α-[[[2-[4-(1H-Imidazol-1-yl)phenoxy]ethyl]amino]methyl]-2-methoxybenzenemethanol). Reaction SMILES: [N:1]1([C:6]2[CH:33]=[CH:32][C:9]([O:10][CH2:11][CH2:12][N:13](CC3C=CC=CC=3)[CH2:14][C:15]([C:17]3[CH:22]=[CH:21][CH:20]=[CH:19][C:18]=3[O:23][CH3:24])=[O:16])=[CH:8][CH:7]=2)[CH:5]=[CH:4][N:3]=[CH:2]1>Cl.CO>[N:1]1([C:6]2[CH:7]=[CH:8][C:9]([O:10][CH2:11][CH2:12][NH:13][CH2:14][CH:15]([C:17]3[CH:22]=[CH:21][CH:20]=[CH:19][C:18]=3[O:23][CH3:24])[OH:16])=[CH:32][CH:33]=2)[CH:5]=[CH:4][N:3]=[CH:2]1. Reported procedure: Dissolve 3.8 9 2-[[2-[4-(1H-imidazol-1-yl)phenoxy]ethyl](phenylmethyl)amino]-1-(2-methoxyphenyl)ethanone in 50 mL 5 M HCl in methanol and remove the solvents in vacuo. Dissolve the residue in 50 mL H2O with 0.85 9 10% palladium hydroxide on charcoal. Hydrogenate the solution under 52 psi hydrogen for 20 h. After this time, filter the catalyst and remove the solvents to givethe crude product. Recrystallize the solid from ethanol to give the title compound. Reactants: NC=1NC2=C(N1)C=CC(=C2)OCC (2-amino-5-ethoxybenzimidazole), ClCOC1=C(C=CC=C1)Br (2-bromophenyl chloromethyl ether). The product is [Cl-].NC1=[N+](C2=C(N1COC1=C(C=CC=C1)Br)C=CC(=C2)OCC)COC2=C(C=CC=C2)Br (2-Amino-5-ethoxy-1,3-bis[(2-bromophenoxy)methyl]-1H-benzimidazol-3-ium chloride). As a reaction SMILES: [NH2:1][C:2]1[NH:3][C:4]2[CH:10]=[C:9]([O:11][CH2:12][CH3:13])[CH:8]=[CH:7][C:5]=2[N:6]=1.[Cl:14][CH2:15][O:16][C:17]1[CH:22]=[CH:21][CH:20]=[CH:19][C:18]=1[Br:23]>>[Cl-:14].[NH2:1][C:2]1[N:6]([CH2:15][O:16][C:17]2[CH:22]=[CH:21][CH:20]=[CH:19][C:18]=2[Br:23])[C:5]2[CH:7]=[CH:8][C:9]([O:11][CH2:12][CH3:13])=[CH:10][C:4]=2[N+:3]=1[CH2:15][O:16][C:17]1[CH:22]=[CH:21][CH:20]=[CH:19][C:18]=1[Br:23] |f:2.3|. Procedure: Following the procedure of Example 2 and replacing 2-aminobenzimidazole with 2-amino-5-ethoxybenzimidazole and replacing 2-bromo-4-chlorophenyl chloromethyl ether with 2-bromophenyl chloromethyl ether, the title compound is obtained.